This data is from the Open Reaction Database (ORD), a public repository of structured organic reaction records. The task is: describe an organic reaction: reactants, conditions, products, and yield The reactants are Oc1ccc(Br)cc1F, CC(C)(C)OC(=O)N1CCCC1CO, C1CCOC1, CC(C)OC(=O)N=NC(=O)OC(C)C, c1ccc(P(c2ccccc2)c2ccccc2)cc1. The product is CC(C)(C)OC(=O)N1CCCC1COc1ccc(Br)cc1F. Reaction SMILES: [Br:1][c:2]1[cH:3][c:4]([F:9])[c:5]([OH:8])[cH:6][cH:7]1.[C:10]([CH3:11])([CH3:12])([CH3:13])[O:14][C:15](=[O:16])[N:17]1[CH:18]([CH2:19][OH:20])[CH2:21][CH2:22][CH2:23]1.[CH2:57]1[O:58][CH2:59][CH2:60][CH2:61]1.[O:43]=[C:44]([O:45][CH:46]([CH3:47])[CH3:48])[N:49]=[N:50][C:51]([O:52][CH:53]([CH3:54])[CH3:55])=[O:56].[c:24]1([P:25]([c:26]2[cH:27][cH:28][cH:29][cH:30][cH:31]2)[c:32]2[cH:33][cH:34][cH:35][cH:36][cH:37]2)[cH:38][cH:39][cH:40][cH:41][cH:42]1>>[Br:1][c:2]1[cH:3][c:4]([F:9])[c:5]([O:8][CH2:19][CH:18]2[N:17]([C:15]([O:14][C:10]([CH3:11])([CH3:12])[CH3:13])=[O:16])[CH2:23][CH2:22][CH2:21]2)[cH:6][cH:7]1. The reactants are CN(C)C=O (DMF), C(CCC)OCCOC1=CC=C(C=C1)C=1C=CC2=C(C=C(CCN2CC2=CC(=CC=C2)OCCC)C(=O)O)C1 (7-(4-butoxyethoxyphenyl)-1-(3-propoxybenzyl)-2,3-dihydro-1-benzazepine-4-carboxylic acid), S(=O)(Cl)Cl (thionyl chloride). Solvent: O1CCCC1 (tetrahydrofuran). Reaction conditions: time 1 hour. Yields the product C(CCC)OCCOC1=CC=C(C=C1)C=1C=CC2=C(C=C(CCN2CC2=CC(=CC=C2)OCCC)C(=O)NC2=CC=C(C=C2)CN(C2CCOCC2)C)C1 (7-(4-butoxyethoxyphenyl)-N-[4-[[N-methyl-N-(tetrahydropyran-4-yl)amino]methyl]phenyl]-1-(3-propoxybenzyl)-2,3-dihydro-1-benzazepine-4-carboxamide). RXN SMILES: [CH3:1][N:2]([CH:4]=O)[CH3:3].[CH2:6]([O:10][CH2:11][CH2:12][O:13][C:14]1[CH:19]=[CH:18][C:17]([C:20]2[CH:21]=[CH:22][C:23]3[N:29]([CH2:30][C:31]4[CH:36]=[CH:35][CH:34]=[C:33]([O:37][CH2:38][CH2:39][CH3:40])[CH:32]=4)[CH2:28][CH2:27][C:26]([C:41](O)=[O:42])=[CH:25][C:24]=3[CH:44]=2)=[CH:16][CH:15]=1)[CH2:7][CH2:8][CH3:9].S(Cl)(Cl)=O>O1CCCC1>[CH2:6]([O:10][CH2:11][CH2:12][O:13][C:14]1[CH:15]=[CH:16][C:17]([C:20]2[CH:21]=[CH:22][C:23]3[N:29]([CH2:30][C:31]4[CH:36]=[CH:35][CH:34]=[C:33]([O:37][CH2:38][CH2:39][CH3:40])[CH:32]=4)[CH2:28][CH2:27][C:26]([C:41]([NH:29][C:23]4[CH:24]=[CH:44][C:20]([CH2:4][N:2]([CH3:1])[CH:3]5[CH2:12][CH2:11][O:10][CH2:6][CH2:7]5)=[CH:21][CH:22]=4)=[O:42])=[CH:25][C:24]=3[CH:44]=2)=[CH:18][CH:19]=1)[CH2:7][CH2:8][CH3:9]. Procedure details: One droplet of DMF was added to a solution of 7-(4-butoxyethoxyphenyl)-1-(3-propoxybenzyl)-2,3-dihydro-1-benzazepine-4-carboxylic acid (200 mg) in tetrahydrofuran (10 ml). Then, thionyl chloride (134 mg) was added at 0° C., the temperature was returned to room temperature, and the mixture was stirred under nitrogen atmosphere for 1 hour. The solvent and excess thionyl chloride were evaporated under reduced pressure, the resulting residue was suspended in tetrahydrofuran (30 ml), and the suspensi... The reactants are Cl (HCl), O=CC(C#N)C1=C(C=C(C=C1C)C)C (3-oxo-2-(2,4,6-trimethyl-phenyl)-propionitrile), O.NN (hydrazine hydrate), C(C)(=O)O (acetic acid). The solvent is O (water), C1=CC=CC=C1 (benzene). Product: CC1=C(C(=CC(=C1)C)C)C1=C(NN=C1)N (4-(2,4,6-Trimethyl-phenyl)-2H-pyrazol-3-ylamine). Isolated yield 10.3%. RXN SMILES: O=[CH:2][CH:3]([C:6]1[C:11]([CH3:12])=[CH:10][C:9]([CH3:13])=[CH:8][C:7]=1[CH3:14])[C:4]#[N:5].O.[NH2:16][NH2:17].C(O)(=O)C.Cl>C1C=CC=CC=1.O>[CH3:14][C:7]1[CH:8]=[C:9]([CH3:13])[CH:10]=[C:11]([CH3:12])[C:6]=1[C:3]1[CH:2]=[N:17][NH:16][C:4]=1[NH2:5] |f:1.2|. Reported procedure: A mixture of 3-oxo-2-(2,4,6-trimethyl-phenyl)-propionitrile (2.300 g, 12.3 mmol), hydrazine hydrate (0.93 g) and glacial acetic acid (1.55 ml) in 20 ml benzene was heated at reflux for 4.5 hours. Reaction mixture was cooled to room temperature and 50 ml of 18.5% HCl in water was added. The benzene layer was separated and reextracted with 18.5% HCl. The aqueous layer were combined and neutralized with ammonium hydroxide and stirred at rt. overnight. Precipitate formed and was filtered to yield th... The reactants are O=C[C@H](O)[C@@H](O)[C@H](O)[C@H](O)CO (D-glucose), NCC1=CC=NC=C1 (4-aminomethyl-pyridine). Yields the product N1=CC=C(C=C1)CNC[C@H](O)[C@@H](O)[C@H](O)[C@H](O)CO (N-(4-pyridyl-methyl)-glucamine). Reaction SMILES: O=[CH:2][C@@H:3]([C@H:5]([C@@H:7]([C@@H:9]([CH2:11][OH:12])[OH:10])[OH:8])[OH:6])[OH:4].[NH2:13][CH2:14][C:15]1[CH:20]=[CH:19][N:18]=[CH:17][CH:16]=1>>[N:18]1[CH:19]=[CH:20][C:15]([CH2:14][NH:13][CH2:2][C@@H:3]([C@H:5]([C@@H:7]([C@@H:9]([CH2:11][OH:12])[OH:10])[OH:8])[OH:6])[OH:4])=[CH:16][CH:17]=1. Procedure: The product was made from D-glucose and 4-aminomethyl-pyridine comparable as in Example A. A resin-like, yellow product was obtained. Starting materials: OC1=C(C=C(C=C1C(C)(C)C)CCC(=O)O)C(C)(C)C (3-(4-hydroxy-3,5-di-tert.-butylphenyl)-propionic acid), C(C1=CC=CC=C1)O (benzyl alcohol), C1(=CC=C(C=C1)S(=O)(=O)O)C (4-toluenesulfonic acid). Run in C1(=CC=CC=C1)C (toluene). Yields the product C(C1=CC=CC=C1)OC(CCC1=CC(=C(C(=C1)C(C)(C)C)O)C(C)(C)C)=O (3-(4-hydroxy-3,5-di-tert.-butylphenyl)-propionic acid benzyl ester). RXN SMILES: [OH:1][C:2]1[C:7]([C:8]([CH3:11])([CH3:10])[CH3:9])=[CH:6][C:5]([CH2:12][CH2:13][C:14]([OH:16])=[O:15])=[CH:4][C:3]=1[C:17]([CH3:20])([CH3:19])[CH3:18].[CH2:21](O)[C:22]1[CH:27]=[CH:26][CH:25]=[CH:24][CH:23]=1.C1(C)C=CC(S(O)(=O)=O)=CC=1>C1(C)C=CC=CC=1>[CH2:21]([O:15][C:14](=[O:16])[CH2:13][CH2:12][C:5]1[CH:4]=[C:3]([C:17]([CH3:20])([CH3:19])[CH3:18])[C:2]([OH:1])=[C:7]([C:8]([CH3:11])([CH3:10])[CH3:9])[CH:6]=1)[C:22]1[CH:27]=[CH:26][CH:25]=[CH:24][CH:23]=1. Procedure details: 3-(4-hydroxy-3,5-di-tert.-butylphenyl)-propionic acid benzyl ester was prepared from 278 g (1 mol) of 3-(4-hydroxy-3,5-di-tert.-butylphenyl)-propionic acid and 108 g (1 mol) benzyl alcohol by azeotropic esterification in toluene with 0.5 g of 4-toluenesulfonic acid. The product was analyzed and the results of this analysis were as follows: